The task is: describe an organic reaction: reactants, conditions, products, and yield. This data is from the Open Reaction Database (ORD), a public repository of structured organic reaction records. Starting materials: c1(OCc2ccccc2)ccc(cc1)B(O)O, c1(ccc(cc1)c1c(c(on1)C(F)(F)F)Cl)OC. Reagents/catalysts: c1ccc(cc1)-c2c3ccccc3cc4ccccc24 (9-Phenylanthracene), [OH-].[Na+]Â Â  (NaOH), O (water), [Pd](Cl)Cl.P(c1c(cccc1)C)(c1c(cccc1)C)c1c(cccc1)C.P(c1c(cccc1)C)(c1c(cccc1)C)c1c(cccc1)C (Pd(P(o-Tol)3)2Cl2). Run in CO (MeOH). Run at temperature 100 celsius, time 18 hour. Product: COc1ccc(cc1)c2noc(c2c3ccc(OCc4ccccc4)cc3)C(F)(F)F. As a reaction SMILES: [CH3:1][O:2][c:3]1[cH:8][cH:7][c:6]([c:9]2[c:13](Cl)[c:12]([C:14]([F:17])([F:16])[F:15])[o:11][n:10]2)[cH:5][cH:4]1.OB([c:18]1[cH:31][cH:30][c:21]([O:22][CH2:23][c:24]2[cH:29][cH:28][cH:27][cH:26][cH:25]2)[cH:20][cH:19]1)O>>[CH3:1][O:2][c:3]1[cH:8][cH:7][c:6]([c:9]2[c:13]([c:18]3[cH:31][cH:30][c:21]([O:22][CH2:23][c:24]4[cH:29][cH:28][cH:27][cH:26][cH:25]4)[cH:20][cH:19]3)[c:12]([C:14]([F:17])([F:16])[F:15])[o:11][n:10]2)[cH:5][cH:4]1.